From a dataset of the Open Reaction Database (ORD), a public repository of structured organic reaction records. describe an organic reaction: reactants, conditions, products, and yield The reactants are FC(CN1N=CC(=C1N1CC[C@@H](CCC1)NC(C(F)(F)F)=O)[N+](=O)[O-])F ((R)—N-(1-(1-(2,2-difluoroethyl)-4-nitro-1H-pyrazol-5-yl)azepan-4-yl)-2,2,2-trifluoroacetamide), O (Water), gum, [H-].[Na+] (sodium hydride), IC (iodomethane). The solvent is C1CCOC1 (THF). Run at time 10 minute. Product: FC(CN1N=CC(=C1N1CC[C@@H](CCC1)N(C(C(F)(F)F)=O)C)[N+](=O)[O-])F ((R)—N-(1-(1-(2,2-difluoroethyl)-4-nitro-1H-pyrazol-5-yl)azepan-4-yl)-2,2,2-trifluoro-N-methylacetamide). RXN SMILES: [H-].[Na+].I[CH3:4].[F:5][CH:6]([F:30])[CH2:7][N:8]1[C:12]([N:13]2[CH2:19][CH2:18][CH2:17][C@@H:16]([NH:20][C:21](=[O:26])[C:22]([F:25])([F:24])[F:23])[CH2:15][CH2:14]2)=[C:11]([N+:27]([O-:29])=[O:28])[CH:10]=[N:9]1.O>C1COCC1>[F:30][CH:6]([F:5])[CH2:7][N:8]1[C:12]([N:13]2[CH2:19][CH2:18][CH2:17][C@@H:16]([N:20]([CH3:4])[C:21](=[O:26])[C:22]([F:25])([F:24])[F:23])[CH2:15][CH2:14]2)=[C:11]([N+:27]([O-:29])=[O:28])[CH:10]=[N:9]1 |f:0.1|. Procedure: A solution of 5-chloro-1-(2,2-difluoroethyl)-4-nitro-1H-pyrazole (438 mg, 2.07 mmol), (R)—N-(azepan-4-yl)-2,2,2-trifluoroacetamide (438 mg, 2.07 mmol) and DIPEA (1 mL) in EtOH (4 mL) was heated at 155° C. in the microwave for 5 hr. The solvent was removed under reduced pressure and the residue purified by silica gel column chromatography (0-100% EtOAc/isohexane) to give (R)—N-(1-(1-(2,2-difluoroethyl)-4-nitro-1H-pyrazol-5-yl)azepan-4-yl)-2,2,2-trifluoroacetamide as a pale orange gum (518 mg). A ... Reactants: CCN(C(C)C)C(C)C, Cc1cc(Cl)ncn1, C1CC2(CCN1)OCCO2, C1COCCO1. Product: Cc1cc(N2CCC3(CC2)OCCO3)ncn1. As a reaction SMILES: [CH:19]([N:20]([CH2:21][CH3:22])[CH:23]([CH3:24])[CH3:25])([CH3:26])[CH3:27].[Cl:11][c:12]1[n:13][cH:14][n:15][c:16]([CH3:18])[cH:17]1.[O:1]1[CH2:2][CH2:3][O:4][C:5]12[CH2:6][CH2:7][NH:8][CH2:9][CH2:10]2.[O:28]1[CH2:29][CH2:30][O:31][CH2:32][CH2:33]1>>[O:1]1[CH2:2][CH2:3][O:4][C:5]12[CH2:6][CH2:7][N:8]([c:12]1[n:13][cH:14][n:15][c:16]([CH3:18])[cH:17]1)[CH2:9][CH2:10]2. The reactants are CC=1NC=CN1 (2-methylimidazole), [H-].[Na+] (sodium hydride), ClCCC(=O)NC(C)(C)C1=CC=C(C=C1)Cl (3-chloro-N-[1-(4-chlorophenyl)-1-methylethyl]propionamide). Run in C1CCOC1 (THF), C1CCOC1 (THF). The product is ClC1=CC=C(C=C1)C(C)(C)NC(CCN1C(=NC=C1)C)=O (N-[1-(4-chlorophenyl)-1-methylethyl]-3-(2-methylimidazol-1-yl)propionamide). Reaction SMILES: [CH3:1][C:2]1[NH:3][CH:4]=[CH:5][N:6]=1.[H-].[Na+].Cl[CH2:10][CH2:11][C:12]([NH:14][C:15]([C:18]1[CH:23]=[CH:22][C:21]([Cl:24])=[CH:20][CH:19]=1)([CH3:17])[CH3:16])=[O:13]>C1COCC1>[Cl:24][C:21]1[CH:20]=[CH:19][C:18]([C:15]([NH:14][C:12](=[O:13])[CH2:11][CH2:10][N:3]2[CH:4]=[CH:5][N:6]=[C:2]2[CH3:1])([CH3:17])[CH3:16])=[CH:23][CH:22]=1 |f:1.2|. Procedure details: In a similar manner to Example 52c, a mixture of 2-methylimidazole (1.3 g) and sodium hydride (0.63 g, 60% dispersion) in THF (35 ml) was treated with a mixture of 3-chloro-N-[1-(4-chlorophenyl)-1-methylethyl]propionamide (4.0 g) in THF (15 ml) to give N-[1-(4-chlorophenyl)-1-methylethyl]-3-(2-methylimidazol-1-yl)propionamide as an oil which was used directly in part (b) below. Reactants: ClC=1C=C(C=CC1)C1N(C(NC(=C1C(=O)O)C)=O)CC(=O)OCC (4-(3-chlorophenyl)-3-ethoxycarbonylmethyl-6-methyl-2-oxo-1,2,3,4-tetrahydropyrimidine-5-carboxylic acid), C1(=CC=CC=C1)C(CCN)C1=CC=CC=C1 (3,3-diphenylpropylamine), CCN=C=NCCCN(C)C.Cl (WSC hydrochloride). Run in ClCCl (dichloromethane). Run at time 8 hour. Yields the product ClC=1C=C(C=CC1)C1C(=C(NC(N1CC(=O)OCC)=O)C)C(NCCC(C1=CC=CC=C1)C1=CC=CC=C1)=O (ethyl [6-(3-chlorophenyl)-5-(3,3-diphenylpropylcarbamoyl)-4-methyl-2-oxo-3,6-dihydro-2H-pyrimidine-1-yl]acetate). Reaction SMILES: [Cl:1][C:2]1[CH:3]=[C:4]([CH:8]2[C:13]([C:14]([OH:16])=O)=[C:12]([CH3:17])[NH:11][C:10](=[O:18])[N:9]2[CH2:19][C:20]([O:22][CH2:23][CH3:24])=[O:21])[CH:5]=[CH:6][CH:7]=1.[C:25]1([CH:31]([C:35]2[CH:40]=[CH:39][CH:38]=[CH:37][CH:36]=2)[CH2:32][CH2:33][NH2:34])[CH:30]=[CH:29][CH:28]=[CH:27][CH:26]=1.CCN=C=NCCCN(C)C.Cl>ClCCl>[Cl:1][C:2]1[CH:3]=[C:4]([CH:8]2[N:9]([CH2:19][C:20]([O:22][CH2:23][CH3:24])=[O:21])[C:10](=[O:18])[NH:11][C:12]([CH3:17])=[C:13]2[C:14](=[O:16])[NH:34][CH2:33][CH2:32][CH:31]([C:25]2[CH:30]=[CH:29][CH:28]=[CH:27][CH:26]=2)[C:35]2[CH:40]=[CH:39][CH:38]=[CH:37][CH:36]=2)[CH:5]=[CH:6][CH:7]=1 |f:2.3|. Procedure: 109 mg (0.309 mmol) of 4-(3-chlorophenyl)-3-ethoxycarbonylmethyl-6-methyl-2-oxo-1,2,3,4-tetrahydropyrimidine-5-carboxylic acid and 97.9 mg (0.463 mmol) of 3,3-diphenylpropylamine were dissolved in 20 ml of dichloromethane. 88.8 mg (0.463 mmol) of WSC hydrochloride was added to the obtained solution under cooling with ice, and they were stirred at room temperature overnight. After the concentration under reduced pressure, the reaction mixture was diluted with ethyl acetate and then washed with 1 ... Starting materials: F[B-](F)(F)F.O=[N+]=O (nitronium tetrafluoroborate), BrC1=CC=C(C=2N1N=C(C2)CC)OC (7-bromo-2-ethyl-4-methoxypyrazolo[1,5-a]pyridine), O (water). The solvent is C(C)#N (acetonitrile). Conditions: time 20 minute. Product: BrC1=CC=C(C=2N1N=C(C2[N+](=O)[O-])CC)OC (7-Bromo-2-ethyl-4-methoxy-3-nitropyrazolo[1,5-a]pyridine). Isolated yield 47.9%. As a reaction SMILES: F[B-](F)(F)F.[O:6]=[N+:7]=[O:8].[Br:9][C:10]1[N:15]2[N:16]=[C:17]([CH2:19][CH3:20])[CH:18]=[C:14]2[C:13]([O:21][CH3:22])=[CH:12][CH:11]=1.O>C(#N)C>[Br:9][C:10]1[N:15]2[N:16]=[C:17]([CH2:19][CH3:20])[C:18]([N+:7]([O-:8])=[O:6])=[C:14]2[C:13]([O:21][CH3:22])=[CH:12][CH:11]=1 |f:0.1|. Reported procedure: After adding nitronium tetrafluoroborate (176 mg) to a solution of 7-bromo-2-ethyl-4-methoxypyrazolo[1,5-a]pyridine (282 mg) in acetonitrile (20 mL) at 0° C., the mixture was stirred for 20 minutes. Upon completion of the reaction, water was added, extraction was performed with ethyl acetate, the extract was washed with saturated aqueous sodium hydrogencarbonate and brine and dried over magnesium sulfate, and the solvent was distilled off under reduced pressure. The residue was subjected to sili... Starting materials: FC1=CC=C(CON=C2C(CCCC2)C=2C=NC=CC2)C=C1 (2-(4-fluorobenzyloxyimino) -1-pyrid-3-ylcyclohexane), C(CCC)[Li] (butyl lithium), CCCCCC (hexane), C(=S)=S (carbon disulphide), CI (methyl iodide). Solvent: O1CCCC1 (tetrahydrofuran), O1CCCC1 (tetrahydrofuran), O1CCCC1 (tetrahydrofuran). Run at temperature 20 celsius. Product: FC1=CC=C(CON=C2C(CCCC2)(C(=S)SC)C=2C=NC=CC2)C=C1 (methyl 2-(4-fluorobenzyloxyimino)-1-pyrid-3-ylcyclohexanecarbodithioate). Yield: 52.5%. As a reaction SMILES: [F:1][C:2]1[CH:22]=[CH:21][C:5]([CH2:6][O:7][N:8]=[C:9]2[CH2:14][CH2:13][CH2:12][CH2:11][CH:10]2[C:15]2[CH:16]=[N:17][CH:18]=[CH:19][CH:20]=2)=[CH:4][CH:3]=1.C([Li])CCC.CCCCCC.[C:34](=[S:36])=[S:35].[CH3:37]I>O1CCCC1>[F:1][C:2]1[CH:3]=[CH:4][C:5]([CH2:6][O:7][N:8]=[C:9]2[CH2:14][CH2:13][CH2:12][CH2:11][C:10]2([C:15]2[CH:16]=[N:17][CH:18]=[CH:19][CH:20]=2)[C:34]([S:36][CH3:37])=[S:35])=[CH:21][CH:22]=1. Procedure: A stirred solution of 2-(4-fluorobenzyloxyimino) -1-pyrid-3-ylcyclohexane (150 mg, 0.5 mmol) in tetrahydrofuran (2 ml) at -78° C. was treated with 1.5M butyl lithium in hexane (0.44 ml, 0.65 mmol) over 5 minutes. After 30 minutes at -78° C. the solution was treated with carbon disulphide (57 mg, 0.75 mmol) in tetrahydrofuran (0.5 ml). The temperature of the reaction mixture was then allowed to rise, over 30 minutes to 0° C., and was then treated with a solution of methyl iodide (107 mg, 0.75 mmo... Reactants: ClCCCl, CCN(C(C)C)C(C)C, CC(C)(C)OC(=O)N1C(Cc2ccc(N)c(Br)c2)CCC1C(O)c1ccccc1, Nc1nc(CC(=O)O)cs1, CN(C)C=O, On1nnc2ccccc21. Yields the product CC(C)(C)OC(=O)N1C(Cc2ccc(NC(=O)Cc3csc(N)n3)c(Br)c2)CCC1C(O)c1ccccc1. RXN SMILES: [CH2:64]([Cl:65])[CH2:66][Cl:67].[CH:50]([N:51]([CH2:52][CH3:53])[CH:54]([CH3:55])[CH3:56])([CH3:57])[CH3:58].[NH2:1][c:2]1[c:3]([Br:29])[cH:4][c:5]([CH2:6][CH:7]2[N:8]([C:20](=[O:21])[O:22][C:23]([CH3:24])([CH3:25])[CH3:26])[CH:9]([CH:12]([c:13]3[cH:14][cH:15][cH:16][cH:17][cH:18]3)[OH:19])[CH2:10][CH2:11]2)[cH:27][cH:28]1.[NH2:30][c:31]1[s:32][cH:33][c:34]([CH2:36][C:37](=[O:38])[OH:39])[n:35]1.[O:59]=[CH:60][N:61]([CH3:62])[CH3:63].[OH:40][n:41]1[c:42]2[c:43]([cH:44][cH:45][cH:46][cH:47]2)[n:48][n:49]1>>[NH:1]([c:2]1[c:3]([Br:29])[cH:4][c:5]([CH2:6][CH:7]2[N:8]([C:20](=[O:21])[O:22][C:23]([CH3:24])([CH3:25])[CH3:26])[CH:9]([CH:12]([c:13]3[cH:14][cH:15][cH:16][cH:17][cH:18]3)[OH:19])[CH2:10][CH2:11]2)[cH:27][cH:28]1)[C:37]([CH2:36][c:34]1[cH:33][s:32][c:31]([NH2:30])[n:35]1)=[O:38]. The reactants are O=C(n1ccnc1)n1ccnc1, CN(C)C=O, NS(=O)(=O)C1CC1, CC1(C)Cc2cc(C(=O)O)ccc2NC1c1cc(N2CCOCC2)ccc1F, [H-], [Na+]. The product is CC1(C)Cc2cc(C(=O)NS(=O)(=O)C3CC3)ccc2NC1c1cc(N2CCOCC2)ccc1F. As a reaction SMILES: [C:38]([n:39]1[cH:40][cH:41][n:42][cH:43]1)([n:44]1[cH:45][cH:46][n:47][cH:48]1)=[O:49].[CH3:50][N:51]([CH3:52])[CH:53]=[O:54].[CH:1]1([S:4](=[O:5])(=[O:6])[NH2:7])[CH2:2][CH2:3]1.[F:10][c:11]1[c:12]([CH:23]2[NH:24][c:25]3[cH:26][cH:27][c:28]([C:35](=[O:36])[OH:37])[cH:29][c:30]3[CH2:31][C:32]2([CH3:33])[CH3:34])[cH:13][c:14]([N:17]2[CH2:18][CH2:19][O:20][CH2:21][CH2:22]2)[cH:15][cH:16]1.[H-:8].[Na+:9]>>[CH:1]1([S:4](=[O:5])(=[O:6])[NH:7][C:35]([c:28]2[cH:27][cH:26][c:25]3[c:30]([cH:29]2)[CH2:31][C:32]([CH3:33])([CH3:34])[CH:23]([c:12]2[c:11]([F:10])[cH:16][cH:15][c:14]([N:17]4[CH2:18][CH2:19][O:20][CH2:21][CH2:22]4)[cH:13]2)[NH:24]3)=[O:36])[CH2:2][CH2:3]1.